Dataset: the Open Reaction Database (ORD), a public repository of structured organic reaction records. Task: describe an organic reaction: reactants, conditions, products, and yield Reactants: COC1=CC=C(CN2C(N3C(C4=C2N=CC(=C4)C=C)=NC=N3)=O)C=C1 (6-(4-Methoxybenzyl)-9-vinylpyrido[3,2-e][1,2,4]triazolo[1,5-c]pyrimidin-5(6H)-one), I(=O)(=O)(=O)[O-].[Na+] (sodium periodate). Reagents/catalysts: [Os](=O)(=O)(=O)=O (osmium(VIII) oxide), C(C)(C)(C)O (tert-butanol). The solvent is O (water), O (water), O1CCCC1 (tetrahydrofuran). Run at time 4 hour. Yields the product COC1=CC=C(CN2C(N3C(C4=C2N=CC(=C4)C=O)=NC=N3)=O)C=C1 (6-(4-methoxybenzyl)-5-oxo-5,6-dihydropyrido[3,2-e][1,2,4]triazolo[1,5-c]pyrimidine-9-carbaldehyde). The yield is 103.5%. As a reaction SMILES: [CH3:1][O:2][C:3]1[CH:25]=[CH:24][C:6]([CH2:7][N:8]2[C:13]3[N:14]=[CH:15][C:16]([CH:18]=C)=[CH:17][C:12]=3[C:11]3=[N:20][CH:21]=[N:22][N:10]3[C:9]2=[O:23])=[CH:5][CH:4]=1.I([O-])(=O)(=O)=[O:27].[Na+]>O1CCCC1.O.[Os](=O)(=O)(=O)=O.C(O)(C)(C)C>[CH3:1][O:2][C:3]1[CH:4]=[CH:5][C:6]([CH2:7][N:8]2[C:13]3[N:14]=[CH:15][C:16]([CH:18]=[O:27])=[CH:17][C:12]=3[C:11]3=[N:20][CH:21]=[N:22][N:10]3[C:9]2=[O:23])=[CH:24][CH:25]=1 |f:1.2|. Reported procedure: 6-(4-Methoxybenzyl)-9-vinylpyrido[3,2-e][1,2,4]triazolo[1,5-c]pyrimidin-5(6H)-one (3.96 g, 11.9 mmol) was suspended in tetrahydrofuran (80 ml) and heated with a heat gun to effect dissolution. Similarly sodium periodate (5.84 g, 27.3 mmol) was heated in water (40 ml) to effect dissolution. The above solutions were combined with vigorous stifling. While the stirred mixture was still at 40° C., osmium(VIII) oxide in tert-butanol (2.90 ml, 2.5%, 0.30 mmol) was added and the mixture was stirred vigo...